This data is from the Open Reaction Database (ORD), a public repository of structured organic reaction records. The task is: describe an organic reaction: reactants, conditions, products, and yield Starting materials: O (water), OC=1C(=NN(C1C1=CC=C(C=C1)C(F)(F)F)C)C(C)=O (1-[4-hydroxy-1-methyl-5-(4-trifluoromethylphenyl)-1H-pyrazol-3-yl]ethanone), COCCNC(=O)C=1SC(=CC1)C(=O)NN (5-hydrazinocarbonylthiophene-2-carboxylic acid 2-methoxyethylamide), Cl (hydrochloric acid). The solvent is CN(C=O)C (dimethylformamide). Reaction conditions: time 15 hour. Yields the product COCCNC(=O)C=1SC(=CC1)C(=O)NN=C(C)C1=NN(C(=C1O)C1=CC=C(C=C1)C(F)(F)F)C (5-{1-[4-hydroxy-1-methyl-5-(4-trifluoromethylphenyl)-1H-pyrazol-3-yl]ethylidenehydrazinocarbonyl}thiophene-2-carboxylic Acid 2-methoxyethylamide). Yield: 64.3%. Reaction SMILES: [OH:1][C:2]1[C:3]([C:18](=O)[CH3:19])=[N:4][N:5]([CH3:17])[C:6]=1[C:7]1[CH:12]=[CH:11][C:10]([C:13]([F:16])([F:15])[F:14])=[CH:9][CH:8]=1.[CH3:21][O:22][CH2:23][CH2:24][NH:25][C:26]([C:28]1[S:29][C:30]([C:33]([NH:35][NH2:36])=[O:34])=[CH:31][CH:32]=1)=[O:27].Cl.O>CN(C)C=O>[CH3:21][O:22][CH2:23][CH2:24][NH:25][C:26]([C:28]1[S:29][C:30]([C:33]([NH:35][N:36]=[C:18]([C:3]2[C:2]([OH:1])=[C:6]([C:7]3[CH:12]=[CH:11][C:10]([C:13]([F:16])([F:15])[F:14])=[CH:9][CH:8]=3)[N:5]([CH3:17])[N:4]=2)[CH3:19])=[O:34])=[CH:31][CH:32]=1)=[O:27]. Procedure details: To 1-[4-hydroxy-1-methyl-5-(4-trifluoromethylphenyl)-1H-pyrazol-3-yl]ethanone (50 mg, 0.18 mmol) and 5-hydrazinocarbonylthiophene-2-carboxylic acid 2-methoxyethylamide (64 mg, 0.26 mmol) prepared in Reference Synthetic Example 5 in dimethylformamide (0.88 mL), concentrated hydrochloric acid (15 μL, 0.18 mmol) was added at room temperature, and the resulting mixture was stirred for 15 hours. After the reaction, water was added, and the resulting crystals were recovered by filtration and dried. Ch... Solvent: C1CCOC1 (THF), C1CCOC1 (THF). RXN SMILES: Br[C:2]1[CH:3]=[CH:4][C:5]2[O:14][C:13]3[CH2:12][CH2:11][N:10]([C:15]([O:17][C:18]([CH3:21])([CH3:20])[CH3:19])=[O:16])[CH2:9][C:8]=3[C:6]=2[CH:7]=1.C([Li])CCC.[CH:27](=[O:34])[C:28]1[CH:33]=[CH:32][CH:31]=[CH:30][CH:29]=1.[NH4+].[Cl-:36]>C1COCC1>[Cl:36][C:4]1[C:5]2[O:14][C:13]3[CH2:12][CH2:11][N:10]([C:15]([O:17][C:18]([CH3:21])([CH3:20])[CH3:19])=[O:16])[CH2:9][C:8]=3[C:6]=2[CH:7]=[C:2]([CH:27]([OH:34])[C:28]2[CH:33]=[CH:32][CH:31]=[CH:30][CH:29]=2)[CH:3]=1 |f:3.4|. Procedure: A solution of the product of Example 29 step B (1.0 g, 2.58 mmol) in dry THF (15 mL) was cooled to −78° C. under a nitrogen atmosphere and n-butyl lithium (1.6 M in hexane, 1.0 mL, 1.54 mmol) was added dropwise over 10 min. The reaction mixture was stirred for 20 min and a solution of benzaldehyde (137 mg, 1.29 mmol) in THF (1 mL) was added over 5 min. The reaction was stirred for 1 h at −78° C., poured into saturated NH4Cl solution and extracted with ethyl acetate. The organic layer was dried o... Reaction conditions: time 20 minute. The reactants are C(C1=CC=CC=C1)=O (benzaldehyde), [NH4+].[Cl-] (NH4Cl), BrC=1C=CC2=C(C1)C=1CN(CCC1O2)C(=O)OC(C)(C)C (tert-butyl 8-bromo-3,4-dihydrobenzofuro[3,2-c]pyridine-2(1H)-carboxylate), C(CCC)[Li] (n-butyl lithium). Isolated yield 56.0%. Yields the product ClC1=CC(=CC2=C1OC1=C2CN(CC1)C(=O)OC(C)(C)C)C(C1=CC=CC=C1)O (tert-butyl 6-chloro-8-(hydroxy(phenyl)methyl)-3,4-dihydrobenzofuro[3,2-c]pyridine-2(1H)-carboxylate). Starting materials: O=C=NCc1ccccc1, C1COCCO1, CCOCC, Cc1sc(C(=O)OCc2ccc3c(c2)OCO3)cc1N. The product is Cc1sc(C(=O)OCc2ccc3c(c2)OCO3)cc1NC(=O)NCc1ccccc1. RXN SMILES: [CH2:21]([c:22]1[cH:23][cH:24][cH:25][cH:26][cH:27]1)[N:28]=[C:29]=[O:30].[CH2:31]1[O:32][CH2:33][CH2:34][O:35][CH2:36]1.[CH3:37][CH2:38][O:39][CH2:40][CH3:41].[O:1]1[CH2:2][O:3][c:4]2[c:5]1[cH:6][cH:7][c:8]([CH2:10][O:11][C:12](=[O:13])[c:14]1[s:15][c:16]([CH3:20])[c:17]([NH2:19])[cH:18]1)[cH:9]2>>[O:1]1[CH2:2][O:3][c:4]2[c:5]1[cH:6][cH:7][c:8]([CH2:10][O:11][C:12](=[O:13])[c:14]1[s:15][c:16]([CH3:20])[c:17]([NH:19][C:29]([NH:28][CH2:21][c:22]3[cH:23][cH:24][cH:25][cH:26][cH:27]3)=[O:30])[cH:18]1)[cH:9]2. Reactants: CN1C(NN(C1=O)C1=CC=CC=C1)=O (4-methyl-1-phenyl urazole), 8g, [OH-].[Na+] (sodium hydroxide), ClC(SCl)(Cl)Cl (trichloromethylsulfenyl chloride), 3g. Run in O (water), O (water), O (water). Product: 67g, CN1C(N(N(C1=O)C1=CC=CC=C1)SC(Cl)(Cl)Cl)=O (4-methyl-1-phenyl-2-(trichloromethylthio)urazole). Yield: 99.0%. RXN SMILES: [CH3:1][N:2]1[C:6](=[O:7])[N:5]([C:8]2[CH:13]=[CH:12][CH:11]=[CH:10][CH:9]=2)[NH:4][C:3]1=[O:14].[OH-].[Na+].[Cl:17][C:18]([Cl:22])([Cl:21])[S:19]Cl>O>[CH3:1][N:2]1[C:6](=[O:7])[N:5]([C:8]2[CH:13]=[CH:12][CH:11]=[CH:10][CH:9]=2)[N:4]([S:19][C:18]([Cl:22])([Cl:21])[Cl:17])[C:3]1=[O:14] |f:1.2|. Procedure details: To a solution of 38.2g (0.2 mole) 4-methyl-1-phenyl urazole in 200 ml water was added a solution of 8g (0.2 mole) sodium hydroxide in 20 ml water. A mixture of 37.2g (0.2 mole) trichloromethylsulfenyl chloride and 3g of an emulsifier solution (as in example 1) in 25 ml water was then added dropwise to the above basic solution while keeping the reaction mixture at 0° C. The reactants were mixed so that the reaction mixture was kept at a pH greater than 7. The precipitate that formed was filtered ... Reactants: C1CCOC1, COC(=O)c1cc(Br)c(Cl)cc1F, Cl, [Na+], [OH-]. Product: O=C(O)c1cc(Br)c(Cl)cc1F. As a reaction SMILES: [CH2:15]1[O:16][CH2:17][CH2:18][CH2:19]1.[CH3:1][O:2][C:3]([c:4]1[c:5]([F:12])[cH:6][c:7]([Cl:11])[c:8]([Br:10])[cH:9]1)=[O:13].[ClH:14].[Na+:21].[OH-:20]>>[O:2]=[C:3]([c:4]1[c:5]([F:12])[cH:6][c:7]([Cl:11])[c:8]([Br:10])[cH:9]1)[OH:13]. Yields the product Cl, CN(C(=O)N(C)C1CCN(CC(N)=O)CC1c1ccc(F)cc1)c1cc(C(F)(F)F)cc(C(F)(F)F)c1. The reactants are O=C([O-])[O-], Cl, CN(C(=O)N(C)C1CCNCC1c1ccc(F)cc1)c1cc(C(F)(F)F)cc(C(F)(F)F)c1, NC(=O)CI, [K+], [K+], CN(C)C=O, O. Reaction SMILES: [C:40](=[O:41])([O-:42])[O-:43].[ClH:1].[F:2][C:3]([c:4]1[cH:5][c:6]([N:14]([C:15](=[O:16])[N:17]([CH3:18])[CH:19]2[CH:20]([c:25]3[cH:26][cH:27][c:28]([F:31])[cH:29][cH:30]3)[CH2:21][NH:22][CH2:23][CH2:24]2)[CH3:32])[cH:7][c:8]([C:10]([F:11])([F:12])[F:13])[cH:9]1)([F:33])[F:34].[I:35][CH2:36][C:37](=[O:38])[NH2:39].[K+:44].[K+:45].[O:47]=[CH:48][N:49]([CH3:50])[CH3:51].[OH2:46]>>[ClH:1].[F:2][C:3]([c:4]1[cH:5][c:6]([N:14]([C:15](=[O:16])[N:17]([CH3:18])[CH:19]2[CH:20]([c:25]3[cH:26][cH:27][c:28]([F:31])[cH:29][cH:30]3)[CH2:21][N:22]([CH2:36][C:37](=[O:38])[NH2:39])[CH2:23][CH2:24]2)[CH3:32])[cH:7][c:8]([C:10]([F:11])([F:12])[F:13])[cH:9]1)([F:33])[F:34].